describe an organic reaction: reactants, conditions, products, and yield From a dataset of the Open Reaction Database (ORD), a public repository of structured organic reaction records. Reactants: FC=1C=C(C=O)C=CC1F (3,4-difluorobenzaldehyde), C(CC)(=O)OC(CC)=O (propionic anhydride), C(CC)(=O)[O-].[Na+] (sodium propionate). Solvent: O (water). The product is FC=1C=C(C=C(C(=O)O)C)C=CC1F (3,4-difluoro-α-methylcinnamic acid). Reaction SMILES: [F:1][C:2]1[CH:3]=[C:4]([CH:7]=[CH:8][C:9]=1[F:10])[CH:5]=O.[C:11]([O:15]C(=O)CC)(=[O:14])[CH2:12][CH3:13].C([O-])(=O)CC.[Na+]>O>[F:1][C:2]1[CH:3]=[C:4]([CH:7]=[CH:8][C:9]=1[F:10])[CH:5]=[C:12]([CH3:13])[C:11]([OH:15])=[O:14] |f:2.3|. Procedure: A mixture of 2.88 g. (0.02 mole) of 3,4-difluorobenzaldehyde, 3.24 g. (0.025 mole) of propionic anhydride and 0.92 g. (0.02 mole) of sodium propionate under nitrogen is heated at 135° with a magnetic stirrer for 20 hours. The reaction mixture is poured onto 50 ml. of water. A solid precipitates that dissolves when 50 ml. of saturated K2CO3 is added with stirring. The basic solution is extracted with ether (2×100 ml.). The aqueous phase is then poured into an excess of concentrated HCl and ice. T...